This data is from the Open Reaction Database (ORD), a public repository of structured organic reaction records. The task is: describe an organic reaction: reactants, conditions, products, and yield The reactants are C, CCO, CCOC(=O)C=CC1CCOCC1, [Pd]. The product is CCOC(=O)CCC1CCOCC1. As a reaction SMILES: [C:17].[CH3:14][CH2:15][OH:16].[O:1]1[CH2:2][CH2:3][CH:4]([CH:7]=[CH:8][C:9](=[O:10])[O:11][CH2:12][CH3:13])[CH2:5][CH2:6]1.[Pd:18]>>[O:1]1[CH2:2][CH2:3][CH:4]([CH2:7][CH2:8][C:9](=[O:10])[O:11][CH2:12][CH3:13])[CH2:5][CH2:6]1. Reactants: C(CC)(=O)Br (Propionyl bromide), NC=1C=CC(=C(C1)N1N=C(N(C1=O)CC1=C(C=C(C=C1)C1=C(C=CC=C1)S(NC(=O)OC(C)(C)C)(=O)=O)F)CCCC)C(F)(F)F (2-[5-amino-2-(trifluoromethyl)phenyl]-4-[[2'-[N-(t-butoxycarbonyl)sulfamoyl]-3-fluorobiphenyl-4-yl]methyl]-5-n-butyl-2,4-dihydro-3H-1,2,4-triazol-3-one). Product: C(C)(C)(C)OC(=O)NS(=O)(=O)C1=C(C=CC=C1)C1=CC(=C(C=C1)CN1C(N(N=C1CCCC)C1=C(C=CC(=C1)NC(CC)=O)C(F)(F)F)=O)F (4-[[2'-[N-(t-Butoxycarbonyl)sulfamoyl]-3-fluorobiphenyl-4-yl]methyl]-5-n-butyl-2,4-dihydro-2-[5-(propionylamino)-2-(trifluoromethyl)phenyl]-3H-1,2,4-triazol-3-one). The yield is 95.0%. As a reaction SMILES: [C:1](Br)(=[O:4])[CH2:2][CH3:3].[NH2:6][C:7]1[CH:8]=[CH:9][C:10]([C:48]([F:51])([F:50])[F:49])=[C:11]([N:13]2[C:17](=[O:18])[N:16]([CH2:19][C:20]3[CH:25]=[CH:24][C:23]([C:26]4[CH:31]=[CH:30][CH:29]=[CH:28][C:27]=4[S:32](=[O:42])(=[O:41])[NH:33][C:34]([O:36][C:37]([CH3:40])([CH3:39])[CH3:38])=[O:35])=[CH:22][C:21]=3[F:43])[C:15]([CH2:44][CH2:45][CH2:46][CH3:47])=[N:14]2)[CH:12]=1>>[C:37]([O:36][C:34]([NH:33][S:32]([C:27]1[CH:28]=[CH:29][CH:30]=[CH:31][C:26]=1[C:23]1[CH:24]=[CH:25][C:20]([CH2:19][N:16]2[C:15]([CH2:44][CH2:45][CH2:46][CH3:47])=[N:14][N:13]([C:11]3[CH:12]=[C:7]([NH:6][C:1](=[O:4])[CH2:2][CH3:3])[CH:8]=[CH:9][C:10]=3[C:48]([F:50])([F:51])[F:49])[C:17]2=[O:18])=[C:21]([F:43])[CH:22]=1)(=[O:42])=[O:41])=[O:35])([CH3:38])([CH3:39])[CH3:40]. Procedure details: Propionyl bromide was reacted with 2-[5-amino-2-(trifluoromethyl)phenyl]-4-[[2'-[N-(t-butoxycarbonyl)sulfamoyl]-3-fluorobiphenyl-4-yl]methyl]-5-n-butyl-2,4-dihydro-3H-1,2,4-triazol-3-one (from Step D) according to the procedure of Example 26 to give a 95% yield of the title compound as a white solid, mp 167°-169° C.; homogeneous by TLC in 95:5 CH2Cl2 --MeOH; mass spectrum (FAB) m/e 726 (M+Li)+. As a reaction SMILES: [CH3:1][CH:2]1[CH2:7][NH:6][CH:5]([C:8]([N:10]2[CH2:14][CH2:13][CH2:12][CH2:11]2)=O)[CH2:4][CH2:3]1.[H-].[H-].[H-].[H-].[Li+].[Al+3]>C1COCC1>[CH3:1][CH:2]1[CH2:7][NH:6][CH:5]([CH2:8][N:10]2[CH2:14][CH2:13][CH2:12][CH2:11]2)[CH2:4][CH2:3]1 |f:1.2.3.4.5.6|. The product is CC1CCC(NC1)CN1CCCC1 (5-methyl-2-(pyrrolidin-1-yl)methyl piperidine). Procedure: By reducing g 4.5 (0.023 moles) of 5-methyl-2-(pyrrolidin-1-yl)carbonyl piperidine with LiAlH4 in THF the corresponsing diamine was obtained. The diastereoisomeric composition was checked by GLC performed on a 10 m Ph-Me silicone 50% capillary column, from 80° to 180° (rate 5° /min). Diast. A Rt 8.86 (57.93%), Diast. B. Rt 9.11 (42.07%). Solvent: C1CCOC1 (THF). The reactants are 4.5, Ph-Me silicone, diamine, 9.11, CC1CCC(NC1)C(=O)N1CCCC1 (5-methyl-2-(pyrrolidin-1-yl)carbonyl piperidine), [H-].[H-].[H-].[H-].[Li+].[Al+3] (LiAlH4), 8.86.